From a dataset of the Open Reaction Database (ORD), a public repository of structured organic reaction records. describe an organic reaction: reactants, conditions, products, and yield The reactants are C([O-])([O-])=O.[K+].[K+] (potassium carbonate), C(C=C(C)C)Br (prenyl bromide), OC1=C2C=C(C(NC2=C(C=C1)C)=O)C(C)C (5-HYdroxy-3-isopropyl-8-methylcarbostyril). Run in CN(C=O)C (dimethylformamide). Conditions: temperature 70 celsius, time 7 hour. Yields the product C(C)(C)C=1C(NC2=C(C=CC(=C2C1)OCC=C(C)C)C)=O (3-Isopropyl-8-methyl-5-prenyloxycarbostyril). The yield is 93.8%. As a reaction SMILES: [OH:1][C:2]1[CH:11]=[CH:10][C:9]([CH3:12])=[C:8]2[C:3]=1[CH:4]=[C:5]([CH:14]([CH3:16])[CH3:15])[C:6](=[O:13])[NH:7]2.C(=O)([O-])[O-].[K+].[K+].[CH2:23](Br)[CH:24]=[C:25]([CH3:27])[CH3:26]>CN(C)C=O>[CH:14]([C:5]1[C:6](=[O:13])[NH:7][C:8]2[C:3]([CH:4]=1)=[C:2]([O:1][CH2:23][CH:24]=[C:25]([CH3:27])[CH3:26])[CH:11]=[CH:10][C:9]=2[CH3:12])([CH3:16])[CH3:15] |f:1.2.3|. Reported procedure: 5-HYdroxy-3-isopropyl-8-methylcarbostyril (1.50 g, 6.91 mmol) was dissolved in dimethylformamide (30 ml). To the solution, potassium carbonate (3.00 g, 21.7 mmol) and prenyl bromide (0.90 ml, 7.67 mmol) were added, and the mixture was stirred at 70° C. for 7 hours. The reaction mixture was condensed under reduced pressure, and the resultant residue was extracted from chloroform-water. The organic phase was washed with saturated aqueous NaCl solution, dried, and condensed under reduced pressure. ... The reactants are C[Si](CCOCN(C1=C(C(=NC=2N1N=CC2C=2C=NC(=CC2)C2=CC=CC=C2)C2CCN(CC2)C(=O)OC(C)(C)C)Br)COCC[Si](C)(C)C)(C)C (tert-butyl 4-(7-(bis((2-(trimethylsilyl)ethoxy)methyl)amino)-6-bromo-3-(6-phenylpyridin-3-yl)pyrazolo[1,5-a]pyrimidin-5-yl)piperidine-1-carboxylate), [Sn](CCCC)(CCCC)(CCCC)C#N (Bu3SnCN). The reagents and catalysts are C=1C=CC(=CC1)[P](C=2C=CC=CC2)(C=3C=CC=CC3)[Pd]([P](C=4C=CC=CC4)(C=5C=CC=CC5)C=6C=CC=CC6)([P](C=7C=CC=CC7)(C=8C=CC=CC8)C=9C=CC=CC9)[P](C=1C=CC=CC1)(C=1C=CC=CC1)C=1C=CC=CC1 (Pd(PPh3)4), CC(C)([P](C(C)(C)C)([Pd][P](C(C)(C)C)(C(C)(C)C)C(C)(C)C)C(C)(C)C)C (Bis(tri-t-butylphosphine)palladium). Reaction conditions: time 1 hour. Product: C[Si](CCOCN(C1=C(C(=NC=2N1N=CC2C=2C=NC(=CC2)C2=CC=CC=C2)C2CCN(CC2)C(=O)OC(C)(C)C)C#N)COCC[Si](C)(C)C)(C)C (tert-butyl 4-(7-(bis((2-(trimethylsilyl)ethoxy)methyl)amino)-6-cyano-3-(6-phenylpyridin-3-yl)pyrazolo[1,5-a]pyrimidin-5-yl)piperidine-1-carboxylate). Yield: 83.3%. RXN SMILES: [CH3:1][Si:2]([CH3:52])([CH3:51])[CH2:3][CH2:4][O:5][CH2:6][N:7]([CH2:43][O:44][CH2:45][CH2:46][Si:47]([CH3:50])([CH3:49])[CH3:48])[C:8]1[N:13]2[N:14]=[CH:15][C:16]([C:17]3[CH:18]=[N:19][C:20]([C:23]4[CH:28]=[CH:27][CH:26]=[CH:25][CH:24]=4)=[CH:21][CH:22]=3)=[C:12]2[N:11]=[C:10]([CH:29]2[CH2:34][CH2:33][N:32]([C:35]([O:37][C:38]([CH3:41])([CH3:40])[CH3:39])=[O:36])[CH2:31][CH2:30]2)[C:9]=1Br.[Sn]([C:66]#[N:67])(CCCC)(CCCC)CCCC>C1C=CC([P]([Pd]([P](C2C=CC=CC=2)(C2C=CC=CC=2)C2C=CC=CC=2)([P](C2C=CC=CC=2)(C2C=CC=CC=2)C2C=CC=CC=2)[P](C2C=CC=CC=2)(C2C=CC=CC=2)C2C=CC=CC=2)(C2C=CC=CC=2)C2C=CC=CC=2)=CC=1.CC(C)([P](C(C)(C)C)([Pd][P](C(C)(C)C)(C(C)(C)C)C(C)(C)C)C(C)(C)C)C>[CH3:1][Si:2]([CH3:52])([CH3:51])[CH2:3][CH2:4][O:5][CH2:6][N:7]([CH2:43][O:44][CH2:45][CH2:46][Si:47]([CH3:50])([CH3:49])[CH3:48])[C:8]1[N:13]2[N:14]=[CH:15][C:16]([C:17]3[CH:18]=[N:19][C:20]([C:23]4[CH:28]=[CH:27][CH:26]=[CH:25][CH:24]=4)=[CH:21][CH:22]=3)=[C:12]2[N:11]=[C:10]([CH:29]2[CH2:34][CH2:33][N:32]([C:35]([O:37][C:38]([CH3:41])([CH3:40])[CH3:39])=[O:36])[CH2:31][CH2:30]2)[C:9]=1[C:66]#[N:67] |^1:71,73,92,111,147,153|. Procedure details: To a Schenk tube were charged compound tert-butyl 4-(7-(bis((2-(trimethylsilyl)ethoxy)methyl)amino)-6-bromo-3-(6-phenylpyridin-3-yl)pyrazolo[1,5-a]pyrimidin-5-yl)piperidine-1-carboxylate (81 mg, 0.1 mmol), Bu3SnCN (47 mg, 1.5 eq.), Pd(PPh3)4 (23 mg, 0.2 eq.), Bis(tri-t-butylphosphine)palladium (0) (10 mg, O2 eq.). The tube was evacuated and charged with Ar for three cycles. Dioxane (3 ml) was added; the tube was capped and heated at 160 C with stirring for one hour. After cooling, the mixture wa... The solvent is C1CCOC1 (THF). Run at temperature -10 celsius, time 8 hour. RXN SMILES: [Br:1][C:2]1[CH:7]=[CH:6][C:5]([CH2:8][C:9]#N)=[C:4]([F:11])[CH:3]=1.[CH3:12]OS(C1C=CC(C)=CC=1)(=O)=O.CC([O-])(C)C.[Na+].C1N2CCN(CC2)C1.C[N:39]([CH:41]=O)C>C1COCC1>[Br:1][C:2]1[CH:7]=[CH:6][C:5]([C:8]([CH3:12])([CH3:9])[C:41]#[N:39])=[C:4]([F:11])[CH:3]=1 |f:2.3|. Procedure details: A 2-L, 3-neck flask was charged with (4-bromo-2-fluorophenyl)acetonitrile (100.91 g, 0.4715 mol), MeOTs (156 mL g, 1.034 mol), DMF (400 mL) and THF (400 mL). The headspace was purged with nitrogen and the solution was cooled to −10° C. The NaOtBu (96.58 g, 1.005 mol) was divided into 4 equal portions that were added separately to the reaction to control the exotherm. Five minutes after the fourth and final charge an aliquot was removed and analyzed by HPLC, verifying reaction completion. The col... The product is BrC1=CC(=C(C=C1)C(C#N)(C)C)F (2-(4-bromo-2-fluorophenyl)-2-methylpropanenitrile). The reactants are CC(C)(C)[O-].[Na+] (NaOtBu), 2-L, BrC1=CC(=C(C=C1)CC#N)F ((4-bromo-2-fluorophenyl)acetonitrile), COS(=O)(=O)C1=CC=C(C)C=C1 (MeOTs), CN(C)C=O (DMF), C1CN2CCN1CC2 (DABCO). Starting materials: C(C)(C)(C)OC(=O)NCCNC1=CC=C(C(=N1)NC(OC(C)(C)C)=O)C(C(F)(F)F)=O (tert-Butyl [6-({2-[(tert-butoxycarbonyl)amino]ethyl}amino)-3-(trifluoroacetyl)pyridin-2-yl]carbamate), Cl (hydrogen chloride). Solvent: solution, O1CCOCC1 (dioxane). Reaction conditions: time 20 hour. Yields the product Cl.NC1=NC(=CC=C1C(C(F)(F)F)=O)NCCN (1-{2-Amino-6-[(2-aminoethyl)amino]pyridin-3-yl}-2,2,2-trifluoroethanone hydrochloride). As a reaction SMILES: C(OC([NH:8][CH2:9][CH2:10][NH:11][C:12]1[N:17]=[C:16]([NH:18]C(=O)OC(C)(C)C)[C:15]([C:26](=[O:31])[C:27]([F:30])([F:29])[F:28])=[CH:14][CH:13]=1)=O)(C)(C)C.[ClH:32]>O1CCOCC1>[ClH:32].[NH2:18][C:16]1[C:15]([C:26](=[O:31])[C:27]([F:28])([F:30])[F:29])=[CH:14][CH:13]=[C:12]([NH:11][CH2:10][CH2:9][NH2:8])[N:17]=1 |f:3.4|. Reported procedure: 2.5 g (5.57 mmol) of tert-butyl [6-({2-[(tert-butoxycarbonyl)amino]ethyl}amino)-3-(trifluoroacetyl)-pyridin-2-yl]carbamate (Example 33A) were dissolved in 15 ml of a 4N solution of hydrogen chloride in dioxane, and the mixture was stirred for 20 h. The reaction mixture was concentrated to half of its original volume and the same amount of diethyl ether was added. The reaction mixture was stirred for 20 min and the product was filtered off and washed with diethyl ether. This gave 1.4 g (89% of th...